This data is from the Open Reaction Database (ORD), a public repository of structured organic reaction records. The task is: describe an organic reaction: reactants, conditions, products, and yield Reactants: C1CCNC1, ClCCl, [Na+], O, Cc1cc(O)c(C(C)C)cc1C=O, O=S(=O)([O-])O. The product is Cc1cc(O)c(C(C)C)cc1CN1CCCC1. Reaction SMILES: [CH2:14]1[CH2:15][CH2:16][NH:17][CH2:18]1.[Cl:26][CH2:27][Cl:28].[Na+:25].[OH2:19].[OH:1][c:2]1[cH:3][c:4]([CH3:13])[c:5]([CH:6]=[O:7])[cH:8][c:9]1[CH:10]([CH3:11])[CH3:12].[S:20](=[O:21])(=[O:22])([OH:23])[O-:24]>>[OH:1][c:2]1[cH:3][c:4]([CH3:13])[c:5]([CH2:6][N:17]2[CH2:16][CH2:15][CH2:14][CH2:18]2)[cH:8][c:9]1[CH:10]([CH3:11])[CH3:12]. Reactants: S(=O)(=O)(OC)OC (Dimethyl sulphate), S(=O)(=O)(OC)OC (dimethyl sulphate), BrC=1C(=CC(=C(C(=O)OC)C1)Cl)O (methyl 5-bromo-2-chloro-4-hydroxybenzoate), O.[OH-].[Li+] (lithium hydroxide monohydrate). Run in C1CCOC1 (THF), CCOC(=O)C (EtOAc). Run at time 45 minute. Yields the product BrC=1C(=CC(=C(C(=O)OC)C1)Cl)OC (Methyl 5-bromo-2-chloro-4-methoxybenzoate). The yield is 129.1%. Reaction SMILES: [Br:1][C:2]1[C:3]([OH:13])=[CH:4][C:5]([Cl:12])=[C:6]([CH:11]=1)[C:7]([O:9][CH3:10])=[O:8].O.[OH-].[Li+].S(OC)(O[CH3:21])(=O)=O>C1COCC1.CCOC(C)=O>[Br:1][C:2]1[C:3]([O:13][CH3:21])=[CH:4][C:5]([Cl:12])=[C:6]([CH:11]=1)[C:7]([O:9][CH3:10])=[O:8] |f:1.2.3|. Procedure: A solution of methyl 5-bromo-2-chloro-4-hydroxybenzoate (Preparation 51, 2.5 g, 9.42 mmol) and lithium hydroxide monohydrate (395 mg, 9.42 mmol) in THF (10 mL) was stirred at room temperature for 10 minutes. Dimethyl sulphate (0.45 mL, 4.71 mmol) was added dropwise and left to stir at room temperature for 45 minutes before heating to 75° C. for 3 hours. Additional dimethyl sulphate (0.45 mL, 4.71 mmol) was added dropwise and the reaction stirred at 75° C. for 16 hours. The reaction was cooled to... Reactants: ClCCl, CN(C)S(=O)(=O)C1CC(O)C1. The product is CN(C)S(=O)(=O)C1CC(=O)C1. RXN SMILES: [CH2:12]([Cl:13])[Cl:14].[OH:1][CH:2]1[CH2:3][CH:4]([S:6](=[O:7])(=[O:8])[N:9]([CH3:10])[CH3:11])[CH2:5]1>>[O:1]=[C:2]1[CH2:3][CH:4]([S:6](=[O:7])(=[O:8])[N:9]([CH3:10])[CH3:11])[CH2:5]1.